Dataset: the Open Reaction Database (ORD), a public repository of structured organic reaction records. Task: describe an organic reaction: reactants, conditions, products, and yield Starting materials: CC1=NC([N+](=O)C1(C)C)(C)C (2,2,4,5,5-pentamethyl-3-imidazoline-1-oxyl), NN (hydrazine), O.NN (hydrazine-hydrate). The solvent is CO (methanol). Reaction conditions: time 12 hour. Product: ON1C(N=C(C1(C)C)C)(C)C (1-hydroxy-2,2,4,5,5-pentamethyl-3-imidazoline). Reaction SMILES: [CH3:1][C:2]1[C:7]([CH3:9])([CH3:8])[N+:5](=[O:6])[C:4]([CH3:11])([CH3:10])[N:3]=1.NN.O.NN>CO>[OH:6][N:5]1[C:7]([CH3:9])([CH3:8])[C:2]([CH3:1])=[N:3][C:4]1([CH3:11])[CH3:10] |f:2.3|. Procedure: 1.5 g (0.01 mole) of 2,2,4,5,5-pentamethyl-3-imidazoline-1-oxyl prepared as described in either of Examples 4 and 5 was solved in 10 ml methanol and treated with 1.5 ml (0.03 mole) of hydrazine or hydrazine-hydrate at ambient temperature. This solution was stored for 12 hours and over this period the methanol evaporated and the color of the solution disappeared. The partly crystallized residue was stirred with acetone and the colorless crystals were filtered and rinsed with acetone. 1.32 g of th... Reactants: C(CCC)OC1=C(C=CC=C1)N (2-butoxybenzenamine), Cl.ClCCN(C)CCCl (2-chloro-N-(2-chloroethyl)-N-methylethanamine hydrochloride), Intermediate 40. The solvent is ClC1=CC=CC=C1 (chlorobenzene). Yields the product C(CCC)OC1=C(C=CC=C1)N1CCN(CC1)C (4-(2-Butoxyphenyl)-1-methylpiperazine). Isolated yield 99.0%. RXN SMILES: [CH2:1]([O:5][C:6]1[CH:11]=[CH:10][CH:9]=[CH:8][C:7]=1[NH2:12])[CH2:2][CH2:3][CH3:4].Cl.Cl[CH2:15][CH2:16][N:17]([CH2:19][CH2:20]Cl)[CH3:18]>ClC1C=CC=CC=1>[CH2:1]([O:5][C:6]1[CH:11]=[CH:10][CH:9]=[CH:8][C:7]=1[N:12]1[CH2:20][CH2:19][N:17]([CH3:18])[CH2:16][CH2:15]1)[CH2:2][CH2:3][CH3:4] |f:1.2|. Procedure: A stirred solution of 2-butoxybenzenamine (6.50 g) in chlorobenzene (50 ml) was treated with 2-chloro-N-(2-chloroethyl)-N-methylethanamine hydrochloride (7.70 g) according to the method of Intermediate 40. Concentration in vacuo of the dichloromethane extracts gave the title compound as a red oil (9.67 g). The reactants are OC1=CC=C(C=C1)C(CCCO)C (4-(4-hydroxyphenyl)pentanol), C([O-])([O-])=O.[K+].[K+] (potassium carbonate), BrCC1=C(SC=C1)C(=O)OC (methyl 3-bromomethyl-2-thiophenecarboxylate). Reagents/catalysts: [I-].[K+] (potassium iodide). Run in CC(CC)=O (2-butanone). The product is C(=O)(OC)C=1SC=CC1COC1=CC=C(C=C1)C(CCCO)C (4-[4-(2-Carbomethoxy-3-thienylmethoxy)phenyl]pentanol). The yield is 75.7%. RXN SMILES: [OH:1][C:2]1[CH:7]=[CH:6][C:5]([CH:8]([CH3:13])[CH2:9][CH2:10][CH2:11][OH:12])=[CH:4][CH:3]=1.C(=O)([O-])[O-].[K+].[K+].Br[CH2:21][C:22]1[CH:26]=[CH:25][S:24][C:23]=1[C:27]([O:29][CH3:30])=[O:28]>[I-].[K+].CC(=O)CC>[C:27]([C:23]1[S:24][CH:25]=[CH:26][C:22]=1[CH2:21][O:1][C:2]1[CH:3]=[CH:4][C:5]([CH:8]([CH3:13])[CH2:9][CH2:10][CH2:11][OH:12])=[CH:6][CH:7]=1)([O:29][CH3:30])=[O:28] |f:1.2.3,5.6|. Procedure: A stirred suspension of 8.0 g of 4-(4-hydroxyphenyl)pentanol, 18.41 g of anhydrous potassium carbonate, 0.4 g of potassium iodide, 10.44 g of methyl 3-bromomethyl-2-thiophenecarboxylate, and 225 ml of 2-butanone was heated under reflux overnight, with exclusion of moisture. The mixture was filtered while hot and the filter cake was washed with 2-butanone. The combined filtrate was concentrated, and a solution of the residue and dichloromethane was washed with 10% sodium hydroxide solution, water... Reactants: [Na+], C1CCOC1, [OH-], O, O=C(C1NCCc2occc21)N1CCCC1. Product: c1cc2c(o1)CCNC2CN1CCCC1. RXN SMILES: [Na+:19].[O:20]1[CH2:21][CH2:22][CH2:23][CH2:24]1.[OH-:18].[OH2:17].[o:1]1[cH:2][cH:3][c:4]2[c:9]1[CH2:8][CH2:7][NH:6][CH:5]2[C:10](=[O:11])[N:12]1[CH2:13][CH2:14][CH2:15][CH2:16]1>>[o:1]1[cH:2][cH:3][c:4]2[c:9]1[CH2:8][CH2:7][NH:6][CH:5]2[CH2:10][N:12]1[CH2:13][CH2:14][CH2:15][CH2:16]1. The reactants are C(C)(=O)O (Acetic acid), O (water), C(C)(=O)O (Acetic acid), C(C)(C)(C)C1=CC=C(CSC=2OC3=CC=CC=C3C(C2COC2OCCCC2)=O)C=C1 (2-(4-Tertbutylbenzyl)thio-3-((2-tetrahydropyranyloxy)methyl) chromen-4-one), O (Water). Solvent: C1CCOC1 (THF), O1CCCC1 (tetrahydrofuran). Conditions: temperature 45 celsius, time 3 hour. Product: C(C)(C)(C)C1=CC=C(CSC=2OC3=CC=CC=C3C(C2CO)=O)C=C1 (2-(4-tert-butylbenzyl)thio-3-hydroxymethyl chromen-4-one). As a reaction SMILES: [C:1]([C:5]1[CH:31]=[CH:30][C:8]([CH2:9][S:10][C:11]2[O:12][C:13]3[C:18]([C:19](=[O:29])[C:20]=2[CH2:21][O:22]C2CCCCO2)=[CH:17][CH:16]=[CH:15][CH:14]=3)=[CH:7][CH:6]=1)([CH3:4])([CH3:3])[CH3:2].C(O)(=O)C.O>O1CCCC1>[C:1]([C:5]1[CH:31]=[CH:30][C:8]([CH2:9][S:10][C:11]2[O:12][C:13]3[C:18]([C:19](=[O:29])[C:20]=2[CH2:21][OH:22])=[CH:17][CH:16]=[CH:15][CH:14]=3)=[CH:7][CH:6]=1)([CH3:4])([CH3:2])[CH3:3]. Procedure details: 2-(4-Tertbutylbenzyl)thio-3-((2-tetrahydropyranyloxy)methyl) chromen-4-one (5.5 g, 12.55 mmol) is dissolved in tetrahydrofuran in a 50 mL round bottom flask. Acetic acid and water are then added such that the ratio of THF:Acetic acid:Water is 4:2:1 (28 mL). The flask is warmed to 45° C. and the mixture stirred for 3 hours. After cooling the flask the contents are poured into a separatory funnel and the aqueous layer extracted with ethyl acetate. The organic layer is then washed with water and br... Reactants: COc1ccc(P2(=S)SP(=S)(c3ccc(OC)cc3)S2)cc1, CN1CC(CCC#N)Oc2ncccc2C1=O, Cc1ccccc1. The product is CN1CC(CCC#N)Oc2ncccc2C1=S. As a reaction SMILES: [CH3:18][O:19][c:20]1[cH:21][cH:22][c:23]([P:24]2(=[S:25])[S:26][P:28](=[S:29])([c:30]3[cH:31][cH:32][c:33]([O:34][CH3:35])[cH:36][cH:37]3)[S:27]2)[cH:38][cH:39]1.[CH3:1][N:2]1[CH2:3][CH:4]([CH2:14][CH2:15][C:16]#[N:17])[O:5][c:6]2[c:7]([cH:10][cH:11][cH:12][n:13]2)[C:8]1=[O:9].[CH3:40][c:41]1[cH:42][cH:43][cH:44][cH:45][cH:46]1>>[CH3:1][N:2]1[CH2:3][CH:4]([CH2:14][CH2:15][C:16]#[N:17])[O:5][c:6]2[c:7]([cH:10][cH:11][cH:12][n:13]2)[C:8]1=[S:27]. Reactants: COC(=O)c1sc(C2=CCC(C)(C)CC2)cc1N(C(=O)C1CCC(C)CC1)C1CCC(n2cncn2)CC1, CC(=O)O, [OH-], [OH-], [Pd+2]. Product: COC(=O)c1sc(C2CCC(C)(C)CC2)cc1N(C(=O)C1CCC(C)CC1)C1CCC(n2cncn2)CC1. Reaction SMILES: [CH3:1][O:2][C:3](=[O:4])[c:5]1[s:6][c:7]([C:31]2=[CH:32][CH2:33][C:34]([CH3:37])([CH3:38])[CH2:35][CH2:36]2)[cH:8][c:9]1[N:10]([CH:11]1[CH2:12][CH2:13][CH:14]([n:17]2[n:18][cH:19][n:20][cH:21]2)[CH2:15][CH2:16]1)[C:22](=[O:23])[CH:24]1[CH2:25][CH2:26][CH:27]([CH3:30])[CH2:28][CH2:29]1.[CH3:39][C:40](=[O:41])[OH:42].[OH-:43].[OH-:45].[Pd+2:44]>>[CH3:1][O:2][C:3](=[O:4])[c:5]1[s:6][c:7]([CH:31]2[CH2:32][CH2:33][C:34]([CH3:37])([CH3:38])[CH2:35][CH2:36]2)[cH:8][c:9]1[N:10]([CH:11]1[CH2:12][CH2:13][CH:14]([n:17]2[n:18][cH:19][n:20][cH:21]2)[CH2:15][CH2:16]1)[C:22](=[O:23])[CH:24]1[CH2:25][CH2:26][CH:27]([CH3:30])[CH2:28][CH2:29]1. Reactants: CC(C)(C)[O-].[K+] (KOtBu), CN(\C=N\[H])C.BrC=1C=C(C(=NC1)C(=O)O)C (5-Bromo-3-methyl-pyridine-2-carboxylic acid 1-dimethylamino-meth-(E)-ylideneamine), Cl (HCl). Solvent: C1CCOC1 (THF), C1CCOC1 (THF). Yields the product BrC=1C=NC=2C(NC=CC2C1)=O (3-Bromo-7H[1,7]naphthyridin-8-one). Reaction SMILES: [CH3:1][N:2](C)/C=N/[H].[Br:7][C:8]1[CH:9]=[C:10]([CH3:17])[C:11]([C:14]([OH:16])=O)=[N:12][CH:13]=1.CC([O-])(C)C.[K+].Cl>C1COCC1>[Br:7][C:8]1[CH:13]=[N:12][C:11]2[C:14](=[O:16])[NH:2][CH:1]=[CH:17][C:10]=2[CH:9]=1 |f:0.1,2.3|. Procedure: 5-Bromo-3-methyl-pyridine-2-carboxylic acid 1-dimethylamino-meth-(E)-ylideneamine (2.5 g, 9.25 mmol) was dissolved in THF (20 ml). KOtBu (1.565 g, 13.05 mmol) in THF (30 ml) was added dropwise and the reaction mixture was heated to reflux for 3 h and then cooled to rt. The pH was adjusted to 7 with concentrated HCl. The reaction mixture was concentrated. The brown solid obtained was triturated with water (10 ml). The solid thus obtained was collected by filtration (2 g, 8 mmol).